Dataset: the Open Reaction Database (ORD), a public repository of structured organic reaction records. Task: describe an organic reaction: reactants, conditions, products, and yield Procedure details: A solution of (4-{8-[(cyclopropyl-methyl-amino)-methyl]-2,2,4,4-tetramethyl-chroman-6-ylethynyl}phenyl)-acetic acid methyl ester (Intermediate 12, 0.057 g, 0.13 mmol) in methanol (1 mL) and tetrahydrofuran (3 mL) was treated with a 1M solution of sodium hydroxide (0.4 mL, 0.4 mmol) and the resulting reaction mixture was stirred at ambient temperature overnight. The volatiles were evaporated in vacuo to a residue that was washed with hexane, neutralized with saturated aqueous ammonium chloride so... Reaction SMILES: C[O:2][C:3](=[O:33])[CH2:4][C:5]1[CH:10]=[CH:9][C:8]([C:11]#[C:12][C:13]2[CH:14]=[C:15]3[C:20](=[C:21]([CH2:23][N:24]([CH:26]4[CH2:28][CH2:27]4)[CH3:25])[CH:22]=2)[O:19][C:18]([CH3:30])([CH3:29])[CH2:17][C:16]3([CH3:32])[CH3:31])=[CH:7][CH:6]=1.[OH-].[Na+]>CO.O1CCCC1>[CH:26]1([N:24]([CH2:23][C:21]2[CH:22]=[C:13]([C:12]#[C:11][C:8]3[CH:9]=[CH:10][C:5]([CH2:4][C:3]([OH:33])=[O:2])=[CH:6][CH:7]=3)[CH:14]=[C:15]3[C:20]=2[O:19][C:18]([CH3:29])([CH3:30])[CH2:17][C:16]3([CH3:32])[CH3:31])[CH3:25])[CH2:28][CH2:27]1 |f:1.2|. Conditions: time 8 hour. Yields the product C1(CC1)N(C)CC=1C=C(C=C2C(CC(OC12)(C)C)(C)C)C#CC1=CC=C(C=C1)CC(=O)O ((4-{8-[(Cyclopropyl-methyl-amino)-methyl]-2,2,4,4-tetramethyl-chroman-6-ylethynyl}phenyl)-acetic acid). Yield: 82.0%. Starting materials: COC(CC1=CC=C(C=C1)C#CC=1C=C2C(CC(OC2=C(C1)CN(C)C1CC1)(C)C)(C)C)=O ((4-{8-[(cyclopropyl-methyl-amino)-methyl]-2,2,4,4-tetramethyl-chroman-6-ylethynyl}phenyl)-acetic acid methyl ester), COC(CC1=CC=C(C=C1)C#CC=1C=C2C(CC(OC2=C(C1)CN(C)C1CC1)(C)C)(C)C)=O ((4-{8-[(cyclopropyl-methyl-amino)-methyl]-2,2,4,4-tetramethyl-chroman-6-ylethynyl}phenyl)-acetic acid methyl ester), solution, [OH-].[Na+] (sodium hydroxide). Solvent: CO (methanol), O1CCCC1 (tetrahydrofuran). Reactants: CCOC1=NC(C(C)C)C(OCC)=NC1C, FC(F)(F)c1cccc(Sc2ccc(CCI)c(Cl)c2)c1. The product is CCOC1=NC(C)(CCc2ccc(Sc3cccc(C(F)(F)F)c3)cc2Cl)C(OCC)=NC1C(C)C. RXN SMILES: [CH2:1]([CH3:2])[O:3][C:4]1=[N:9][CH:8]([CH:10]([CH3:11])[CH3:12])[C:7]([O:13][CH2:14][CH3:15])=[N:6][CH:5]1[CH3:16].[Cl:17][c:18]1[c:19]([CH2:35][CH2:36][I:37])[cH:20][cH:21][c:22]([S:24][c:25]2[cH:26][c:27]([C:31]([F:32])([F:33])[F:34])[cH:28][cH:29][cH:30]2)[cH:23]1>>[CH2:1]([CH3:2])[O:3][C:4]1=[N:9][CH:8]([CH:10]([CH3:11])[CH3:12])[C:7]([O:13][CH2:14][CH3:15])=[N:6][C:5]1([CH3:16])[CH2:36][CH2:35][c:19]1[c:18]([Cl:17])[cH:23][c:22]([S:24][c:25]2[cH:26][c:27]([C:31]([F:32])([F:33])[F:34])[cH:28][cH:29][cH:30]2)[cH:21][cH:20]1.